This data is from the Open Reaction Database (ORD), a public repository of structured organic reaction records. The task is: describe an organic reaction: reactants, conditions, products, and yield Reactants: CC1(C)C=C(c2ccc(C(=O)OCc3ccccc3)cn2)c2cc(C#N)ccc2O1, CCCCN(CCCC)CCCC, O=CO. RXN SMILES: [C:1](#[N:2])[c:3]1[cH:4][cH:5][c:6]2[c:7]([cH:30]1)[C:8]([c:14]1[cH:15][cH:16][c:17]([C:20](=[O:21])[O:22][CH2:23][c:24]3[cH:25][cH:26][cH:27][cH:28][cH:29]3)[cH:18][n:19]1)=[CH:9][C:10]([CH3:12])([CH3:13])[O:11]2.[CH3:31][CH2:32][CH2:33][CH2:34][N:35]([CH2:36][CH2:37][CH2:38][CH3:39])[CH2:40][CH2:41][CH2:42][CH3:43].[CH:44]([OH:45])=[O:46]>>[C:1](#[N:2])[c:3]1[cH:4][cH:5][c:6]2[c:7]([cH:30]1)[C:8]([c:14]1[cH:15][cH:16][c:17]([C:20](=[O:21])[OH:22])[cH:18][n:19]1)=[CH:9][C:10]([CH3:12])([CH3:13])[O:11]2. Product: CC1(C)C=C(c2ccc(C(=O)O)cn2)c2cc(C#N)ccc2O1. Starting materials: COC1=CC(=C(C(=O)OC)C=C1)OS(=O)(=O)C(F)(F)F (Methyl 4-(methyloxy)-2-{[(trifluoromethyl)sulfonyl]oxy}benzoate), C#CCCCCC (1-heptyne). Reagents/catalysts: [Cu]I (CuI), Cl[Pd]([P](C1=CC=CC=C1)(C2=CC=CC=C2)C3=CC=CC=C3)([P](C4=CC=CC=C4)(C5=CC=CC=C5)C6=CC=CC=C6)Cl (Pd(PPh3)2Cl2). Yields the product C(#CCCCCC)C1=C(C(=O)OC)C=CC(=C1)OC (Methyl 2-(1-heptyn-1-yl)-4-(methyloxy)benzoate). Isolated yield 100.9%. RXN SMILES: [CH3:1][O:2][C:3]1[CH:12]=[CH:11][C:6]([C:7]([O:9][CH3:10])=[O:8])=[C:5](OS(C(F)(F)F)(=O)=O)[CH:4]=1.[CH:21]#[C:22][CH2:23][CH2:24][CH2:25][CH2:26][CH3:27]>Cl[Pd](Cl)([P](C1C=CC=CC=1)(C1C=CC=CC=1)C1C=CC=CC=1)[P](C1C=CC=CC=1)(C1C=CC=CC=1)C1C=CC=CC=1.[Cu]I>[C:21]([C:5]1[CH:4]=[C:3]([O:2][CH3:1])[CH:12]=[CH:11][C:6]=1[C:7]([O:9][CH3:10])=[O:8])#[C:22][CH2:23][CH2:24][CH2:25][CH2:26][CH3:27] |^1:30,49|. Reported procedure: Coupling of methyl 4-(methyloxy)-2-{[(trifluoromethyl)sulfonyl]oxy}benzoate (77) (0.80 g, 2.55 mmol) with 1-heptyne (0.70 mL, 5.10 mmol) using Pd(PPh3)2Cl2 and CuI gave 0.67 g (˜100%) of compound 110 as a brown oil. 1H NMR (400 MHz, CDCl3): δ 0.92 (t, J=7.3 Hz, 3H), 1.30-1.50 (m, 4H), 1.60-1.70 (m, 2H), 2.47 (t, J=7.2 Hz, 2H), 3.83 (s, 3H), 3.87 (s, 3H), 6.82 (dd, J1=8.9 Hz, J2=2.7 Hz, 1H), 6.99 (d, J=2.7 Hz, 1H), 7.89 (d, J=8.8 Hz, 1H). Reactants: resultant mixture, CN(C=O)C (N,N-dimethylformamide), C(C1=CC=CC=C1)N[C@@H]1CN(C[C@H]1O)C(=O)OC(C)(C)C (tert-butyl (3R,4R)-3-(benzylamino)-4-hydroxypyrrolidine-1-carboxylate), C(C1=CC=CC=C1)Br (benzyl bromide), resultant solution, C([O-])([O-])=O.[K+].[K+] (potassium carbonate), resultant mixture. Reagents/catalysts: [I-].C(CCC)[N+](CCCC)(CCCC)CCCC (tetrabutylammonium iodide). The solvent is C(C)(=O)OCC (ethyl acetate), O (water). The product is C(C1=CC=CC=C1)N([C@@H]1CN(C[C@H]1O)C(=O)OC(C)(C)C)CC1=CC=CC=C1 (tert-Butyl (3R,4R)-3-(dibenzylamino)-4-hydroxypyrrolidine-1-carboxylate). The yield is 107.3%. As a reaction SMILES: CN(C)C=O.[CH2:6]([NH:13][C@H:14]1[C@H:18]([OH:19])[CH2:17][N:16]([C:20]([O:22][C:23]([CH3:26])([CH3:25])[CH3:24])=[O:21])[CH2:15]1)[C:7]1[CH:12]=[CH:11][CH:10]=[CH:9][CH:8]=1.[CH2:27](Br)[C:28]1[CH:33]=[CH:32][CH:31]=[CH:30][CH:29]=1.C(=O)([O-])[O-].[K+].[K+]>[I-].C([N+](CCCC)(CCCC)CCCC)CCC.C(OCC)(=O)C.O>[CH2:6]([N:13]([CH2:27][C:28]1[CH:33]=[CH:32][CH:31]=[CH:30][CH:29]=1)[C@H:14]1[C@H:18]([OH:19])[CH2:17][N:16]([C:20]([O:22][C:23]([CH3:26])([CH3:25])[CH3:24])=[O:21])[CH2:15]1)[C:7]1[CH:8]=[CH:9][CH:10]=[CH:11][CH:12]=1 |f:3.4.5,6.7|. Procedure: To an N,N-dimethylformamide solution (2.5 mL) of tert-butyl (3R,4R)-3-(benzylamino)-4-hydroxypyrrolidine-1-carboxylate (500 mg, 1.70 mmol), benzyl bromide (203 μL, 1.70 mmol) was added at room temperature and the resultant solution was stirred for 1 day. To the reaction solution, tetrabutylammonium iodide (188 mg, 0.51 mmol) and potassium carbonate (470 mg, 3.40 mmol) were added and the resultant mixture was stirred for 1 day. After completion of the reaction, water was added to the reaction sol... The reactants are C([O-])([O-])=O.[Na+].[Na+] (sodium carbonate), CN(C)C=O (DMF), BrC1=C2C(=NC=C1)N(C=C2I)C (4-bromo-3-iodo-1-methyl-1H-pyrrolo[2,3-b]pyridine), CN1C2=C(OCC1)C=CC(=C2)B2OC(C(O2)(C)C)(C)C (4-methyl-6-(4,4,5,5-tetramethyl-1,3,2-dioxaborolan-2-yl)-3,4-dihydro-2H-benzo[b][1,4]oxazine). The reagents and catalysts are C1=CC=C(C=C1)P(C2=CC=CC=C2)C3=CC=CC=C3.C1=CC=C(C=C1)P(C2=CC=CC=C2)C3=CC=CC=C3.Cl[Pd]Cl (bis(triphenylphosphine)palladium(II)chloride). The solvent is C(Cl)Cl (DCM), C(C)#N (ACN). Conditions: temperature 55 celsius, time 30 minute. Product: BrC1=C2C(=NC=C1)N(C=C2C2=CC1=C(OCCN1C)C=C2)C (6-(4-bromo-1-methyl-1H-pyrrolo[2,3-b]pyridin-3-yl)-4-methyl-3,4-dihydro-2H-benzo[b][1,4]oxazine). The yield is 40.8%. Reaction SMILES: [Br:1][C:2]1[CH:7]=[CH:6][N:5]=[C:4]2[N:8]([CH3:12])[CH:9]=[C:10](I)[C:3]=12.[CH3:13][N:14]1[CH2:19][CH2:18][O:17][C:16]2[CH:20]=[CH:21][C:22](B3OC(C)(C)C(C)(C)O3)=[CH:23][C:15]1=2.C(=O)([O-])[O-].[Na+].[Na+].CN(C=O)C>C(#N)C.C1C=CC(P(C2C=CC=CC=2)C2C=CC=CC=2)=CC=1.C1C=CC(P(C2C=CC=CC=2)C2C=CC=CC=2)=CC=1.Cl[Pd]Cl.C(Cl)Cl>[Br:1][C:2]1[CH:7]=[CH:6][N:5]=[C:4]2[N:8]([CH3:12])[CH:9]=[C:10]([C:22]3[CH:21]=[CH:20][C:16]4[O:17][CH2:18][CH2:19][N:14]([CH3:13])[C:15]=4[CH:23]=3)[C:3]=12 |f:2.3.4,7.8.9|. Procedure: To a suspension of 4-bromo-3-iodo-1-methyl-1H-pyrrolo[2,3-b]pyridine (D7) (300 mg, 0.890 mmol) and 4-methyl-6-(4,4,5,5-tetramethyl-1,3,2-dioxaborolan-2-yl)-3,4-dihydro-2H-benzo[b][1,4]oxazine (353 mg, 1.283 mmol) in ACN (2.5 mL) was added 2M sodium carbonate aqueous solution (4.72 mL, 9.43 mmol). DMF (4 mL) and DCM (3 mL) were added to aid the solubility. Then, bis(triphenylphosphine)palladium(II)chloride (81 mg, 0.116 mmol) was added and the reaction was stirred at 55° C. for 30 mins. Volatiles... Reactants: [OH-].[Na+] (sodium hydroxide), C(CCC(=O)OCC)(=O)OCC (diethyl succinate), COC=1C=C(C=O)C=C(C1OC)OC (3,4,5-trimethoxybenzaldehyde), [H-].[Na+] (sodium hydride). The solvent is C(C)O (ethanol). Run at temperature 0 celsius. The product is COC=1C=C(C=C(C1OC)OC)C=C(C(=O)O)CC(=O)O ([(3,4,5-trimethoxyphenyl)methylene]butanedioic acid). Yield: 83.9%. RXN SMILES: [C:1]([O:10]CC)(=[O:9])[CH2:2][CH2:3][C:4]([O:6]CC)=[O:5].[CH3:13][O:14][C:15]1[CH:16]=[C:17]([CH:20]=[C:21]([O:25][CH3:26])[C:22]=1[O:23][CH3:24])[CH:18]=O.[H-].[Na+].[OH-].[Na+]>C(O)C>[CH3:26][O:25][C:21]1[CH:20]=[C:17]([CH:18]=[C:3]([CH2:2][C:1]([OH:10])=[O:9])[C:4]([OH:6])=[O:5])[CH:16]=[C:15]([O:14][CH3:13])[C:22]=1[O:23][CH3:24] |f:2.3,4.5|. Procedure: To a stirred mixture of 17.4 g of diethyl succinate, 19.6 g of 3,4,5-trimethoxybenzaldehyde in 175 ml of ethanol chilled to 0° C. under argon was added 5.0 g of sodium hydride (60% in oil) in three equal portions. The solution was then refluxed for 30 minutes and 125 ml of 2N sodium hydroxide added. The solution was refluxed for 2 hours and concentrated under vacuum. The residue was diluted with water, extracted with ether and the aqueous layer acidified with concentrated hydrochloric acid. The ... The product is CC(C)(C)OC(=O)CN(c1ccc2c(c1)CCN2C(=O)c1cc2cc(Cl)ccc2[nH]1)S(=O)(=O)c1cc(Cl)cc(Cl)c1. RXN SMILES: [C:43](=[O:44])([O-:45])[O-:46].[CH3:56][N:57]([CH3:58])[CH:59]=[O:60].[CH3:61][CH2:62][O:63][C:64](=[O:65])[CH3:66].[Cl:14][c:15]1[cH:16][c:17]([S:22](=[O:23])(=[O:24])[N:25]([c:26]2[cH:27][c:28]3[c:32]([cH:33][cH:34]2)[NH:31][CH2:30][CH2:29]3)[CH2:35][C:36](=[O:37])[O:38][C:39]([CH3:40])([CH3:41])[CH3:42])[cH:18][c:19]([Cl:21])[cH:20]1.[Cl:1][c:2]1[cH:3][c:4]2[cH:5][c:6]([C:11](=[O:12])[OH:13])[nH:7][c:8]2[cH:9][cH:10]1.[Cl:53][CH2:54][Cl:55].[K+:47].[K+:48].[S:49]([Cl:50])([Cl:51])=[O:52]>>[Cl:1][c:2]1[cH:3][c:4]2[cH:5][c:6]([C:11](=[O:13])[N:31]3[CH2:30][CH2:29][c:28]4[cH:27][c:26]([N:25]([S:22]([c:17]5[cH:16][c:15]([Cl:14])[cH:20][c:19]([Cl:21])[cH:18]5)(=[O:23])=[O:24])[CH2:35][C:36](=[O:37])[O:38][C:39]([CH3:40])([CH3:41])[CH3:42])[cH:34][cH:33][c:32]43)[nH:7][c:8]2[cH:9][cH:10]1. The reactants are O=C([O-])[O-], CN(C)C=O, CCOC(C)=O, CC(C)(C)OC(=O)CN(c1ccc2c(c1)CCN2)S(=O)(=O)c1cc(Cl)cc(Cl)c1, O=C(O)c1cc2cc(Cl)ccc2[nH]1, ClCCl, [K+], [K+], O=S(Cl)Cl. The reactants are C(C)(C)(C)C=1C=C(C=C(C1OC)[N+](=O)[O-])C=1C(=NC=CC1)OC (3-(3-tert-butyl-4-methoxy-5-nitrophenyl)-2-methoxypyridine). The reagents and catalysts are [Pd] (Pd/C). Solvent: CCOC(=O)C.CO (EtOAc MeOH). Conditions: time 16 hour. Yields the product C(C)(C)(C)C=1C(=C(C=C(C1)C=1C(=NC=CC1)OC)N)OC (3-tert-butyl-2-methoxy-5-(2-methoxypyridin-3-yl)phenylamine). Reaction SMILES: [C:1]([C:5]1[CH:6]=[C:7]([C:16]2[C:17]([O:22][CH3:23])=[N:18][CH:19]=[CH:20][CH:21]=2)[CH:8]=[C:9]([N+:13]([O-])=O)[C:10]=1[O:11][CH3:12])([CH3:4])([CH3:3])[CH3:2]>CCOC(C)=O.CO.[Pd]>[C:1]([C:5]1[C:10]([O:11][CH3:12])=[C:9]([NH2:13])[CH:8]=[C:7]([C:16]2[C:17]([O:22][CH3:23])=[N:18][CH:19]=[CH:20][CH:21]=2)[CH:6]=1)([CH3:4])([CH3:2])[CH3:3] |f:1.2|. Procedure: step 2—To a solution of 98 (0.98 g, 3.1 mmol) in EtOAc/MeOH (2:1, 30 mL) was added 10% Pd/C (0.10 g). A stream of hydrogen gas was bubbled through the solution for 20 min then the solution was stirred at RT for 16 h. The reaction mixture was filtered and concentrated to afford 3-tert-butyl-2-methoxy-5-(2-methoxypyridin-3-yl)phenylamine (100). The reactants are BrC1=CC=C(C=C1)C(CC)(CC)C=1C=CC(=C(C1)C)OCC1=CC=CC=C1 (5-[1-(4-bromophenyl)-1-ethylpropyl]-2-benzyloxytoluene), CC(C(C#C)O)(C)C (4,4-dimethylpent-1-yn-3-ol). The product is C(C1=CC=CC=C1)OC1=C(C=C(C=C1)C(CC)(CC)C1=CC=C(C=C1)C#CC(C(C)(C)C)O)C (1-{4-[1-(4-benzyloxy-3-methylphenyl)-1-ethylpropyl]-phenyl}-4,4-dimethylpent-1-yn-3-ol). As a reaction SMILES: [CH3:1][C:2]([CH3:8])([CH3:7])[CH:3]([OH:6])[C:4]#[CH:5].Br[C:10]1[CH:15]=[CH:14][C:13]([C:16]([C:21]2[CH:22]=[CH:23][C:24]([O:28][CH2:29][C:30]3[CH:35]=[CH:34][CH:33]=[CH:32][CH:31]=3)=[C:25]([CH3:27])[CH:26]=2)([CH2:19][CH3:20])[CH2:17][CH3:18])=[CH:12][CH:11]=1>>[CH2:29]([O:28][C:24]1[CH:23]=[CH:22][C:21]([C:16]([C:13]2[CH:12]=[CH:11][C:10]([C:5]#[C:4][CH:3]([OH:6])[C:2]([CH3:8])([CH3:7])[CH3:1])=[CH:15][CH:14]=2)([CH2:19][CH3:20])[CH2:17][CH3:18])=[CH:26][C:25]=1[CH3:27])[C:30]1[CH:31]=[CH:32][CH:33]=[CH:34][CH:35]=1. Reported procedure: In a manner similar to that described for Example 1D, but replacing 2-methyl-3-butyn-2-ol with 4,4-dimethylpent-1-yn-3-ol, the title compound was prepared from 5-[1-(4-bromophenyl)-1-ethylpropyl]-2-benzyloxytoluene: 1H-NMR (CDCl3) δ 7.44-7.48 (2H, m), 7.37-7.42 (2H, m), 7.31-7.36 (3H, m), 7.14 (2H, d, J=8.6), 6.94 (1H, dd, J=2.3, 8.3), 6.90 (1H, d, J=2.3), 6.79 (1H, d, J=8.3), 5.05 (2H, s), 2.22 (3H, s), 2.07 (4H, q, J=7.3), 1.07 (9H, s), 0.62 (6H, t, J=7.3).